Dataset: the Open Reaction Database (ORD), a public repository of structured organic reaction records. Task: describe an organic reaction: reactants, conditions, products, and yield Starting materials: N#Cc1ccc(-c2ccc(O)cc2)cc1, CCCCCCCCOC(=O)Cl, c1ccncc1, c1ccccc1. Product: CCCCCCCCOC(=O)Oc1ccc(-c2ccc(C#N)cc2)cc1. Reaction SMILES: [C:1](#[N:2])[c:3]1[cH:4][cH:5][c:6](-[c:9]2[cH:10][cH:11][c:12]([OH:15])[cH:13][cH:14]2)[cH:7][cH:8]1.[CH2:22]([CH2:23][CH2:24][CH2:25][CH2:26][CH2:27][CH2:28][CH3:29])[O:30][C:31](=[O:32])[Cl:33].[cH:16]1[cH:17][cH:18][n:19][cH:20][cH:21]1.[cH:34]1[cH:35][cH:36][cH:37][cH:38][cH:39]1>>[C:1](#[N:2])[c:3]1[cH:4][cH:5][c:6](-[c:9]2[cH:10][cH:11][c:12]([O:15][C:31]([O:30][CH2:22][CH2:23][CH2:24][CH2:25][CH2:26][CH2:27][CH2:28][CH3:29])=[O:32])[cH:13][cH:14]2)[cH:7][cH:8]1. Starting materials: Cc1ccccc1, NCC1CCC(C(=O)O)CC1, OCc1ccccc1, Cc1ccc(S(=O)(=O)O)cc1. Yields the product NCC1CCC(C(=O)OCc2ccccc2)CC1, Cc1ccc(S(=O)(=O)O)cc1. As a reaction SMILES: [CH3:31][c:32]1[cH:33][cH:34][cH:35][cH:36][cH:37]1.[NH2:1][CH2:2][CH:3]1[CH2:4][CH2:5][CH:6]([C:9](=[O:10])[OH:11])[CH2:7][CH2:8]1.[OH:23][CH2:24][c:25]1[cH:26][cH:27][cH:28][cH:29][cH:30]1.[c:12]1([CH3:22])[cH:13][cH:14][c:15]([S:18](=[O:19])(=[O:20])[OH:21])[cH:16][cH:17]1>>[NH2:1][CH2:2][CH:3]1[CH2:4][CH2:5][CH:6]([C:9](=[O:10])[O:11][CH2:24][c:25]2[cH:26][cH:27][cH:28][cH:29][cH:30]2)[CH2:7][CH2:8]1.[c:12]1([CH3:22])[cH:13][cH:14][c:15]([S:18](=[O:19])(=[O:20])[OH:21])[cH:16][cH:17]1. The reactants are [Cl-].[NH4+] (ammonium chloride), ClC1=CC(=C(C=C1F)C=1N=C(C2=C(N1)CS(C2)(=O)=O)N2CCC(CC2)O)F (1-[2-(4-chloro-2,5-difluorophenyl)-6,6-dioxido-5,7-dihydrothieno[3,4-d]pyrimidin-4-yl]piperidin-4-ol), ClC(=O)OC1=CC=C(C=C1)[N+](=O)[O-] (4-nitrophenyl chloroformate), N1=CC=CC=C1 (pyridine). Run in C(Cl)Cl (methylene chloride). Run at time 17 hour. Yields the product C(OC1CCN(CC1)C=1C2=C(N=C(N1)C1=C(C=C(C(=C1)F)Cl)F)CS(C2)(=O)=O)(OC2=CC=C(C=C2)[N+](=O)[O-])=O (1-[2-(4-chloro-2,5-difluorophenyl)-6,6-dioxido-5,7-dihydrothieno[3,4-d]pyrimidin-4-yl]piperidin-4-yl 4-nitrophenyl carbonate). Yield: 112.1%. As a reaction SMILES: [Cl:1][C:2]1[C:7]([F:8])=[CH:6][C:5]([C:9]2[N:10]=[C:11]([N:20]3[CH2:25][CH2:24][CH:23]([OH:26])[CH2:22][CH2:21]3)[C:12]3[CH2:17][S:16](=[O:19])(=[O:18])[CH2:15][C:13]=3[N:14]=2)=[C:4]([F:27])[CH:3]=1.Cl[C:29]([O:31][C:32]1[CH:37]=[CH:36][C:35]([N+:38]([O-:40])=[O:39])=[CH:34][CH:33]=1)=[O:30].N1C=CC=CC=1.[Cl-].[NH4+]>C(Cl)Cl>[C:29](=[O:30])([O:31][C:32]1[CH:33]=[CH:34][C:35]([N+:38]([O-:40])=[O:39])=[CH:36][CH:37]=1)[O:26][CH:23]1[CH2:24][CH2:25][N:20]([C:11]2[C:12]3[CH2:17][S:16](=[O:18])(=[O:19])[CH2:15][C:13]=3[N:14]=[C:9]([C:5]3[CH:6]=[C:7]([F:8])[C:2]([Cl:1])=[CH:3][C:4]=3[F:27])[N:10]=2)[CH2:21][CH2:22]1 |f:3.4|. Reported procedure: A mixture of 571 mg of 1-[2-(4-chloro-2,5-difluorophenyl)-6,6-dioxido-5,7-dihydrothieno[3,4-d]pyrimidin-4-yl]piperidin-4-ol, 0.30 g of 4-nitrophenyl chloroformate, 0.12 ml of pyridine, and 10 ml of methylene chloride was stirred at ambient temperature for 17 hours. Saturated aqueous ammonium chloride solution was added to the reaction mixture, and the mixture was extracted twice with chloroform. The organic phase was washed with brine, dried over anhydrous magnesium sulfate, and evaporated under... Reactants: C(C1=NC2=CC=CC=C2C=C1)(=O)N[C@@H](CC(N)=O)C(=O)O (N-quinaldoyl-L-asparagine), C(C)(C)N(C(C)C)CC (N,N-diisopropylethylamine), C1(CCCCC1)N=C=NC1CCCCC1 (dicyclohexylcarbodiimide). Run in C(Cl)(Cl)Cl (chloroform). Conditions: time 24 hour. The product is C(C1=NC2=CC=CC=C2C=C1)(=O)N[C@@H](CC#N)C(=O)O (N-Quinaldoyl-3-cyano-L-alanine). The yield is 32.3%. RXN SMILES: [C:1]([NH:13][C@H:14]([C:19]([OH:21])=[O:20])[CH2:15][C:16](=O)[NH2:17])(=[O:12])[C:2]1[CH:11]=[CH:10][C:9]2[C:4](=[CH:5][CH:6]=[CH:7][CH:8]=2)[N:3]=1.C(N(CC)C(C)C)(C)C.C1(N=C=NC2CCCCC2)CCCCC1>C(Cl)(Cl)Cl>[C:1]([NH:13][C@H:14]([C:19]([OH:21])=[O:20])[CH2:15][C:16]#[N:17])(=[O:12])[C:2]1[CH:11]=[CH:10][C:9]2[C:4](=[CH:5][CH:6]=[CH:7][CH:8]=2)[N:3]=1. Procedure: To a mixture of 0.198 g (0.69 mmol) of N-quinaldoyl-L-asparagine and 0.24 ml (1.38 mmol) of N,N-diisopropylethylamine in 1 ml of chloroform was added 0.146 g (0.71 mmol) of dicyclohexylcarbodiimide. The reaction mixture was stirred for 24 hr. at room terperature, then partitioned between 10ml of 5% sodium bicarbonate and 10 ml of ether. The aqueous phase was acidified to pH2 and the acid was taken up by extraction with chloroform (3×10ml). The organic phase was dried over anhydrous magnesium sul... Starting materials: C(C)OC(C1=CN=C(C=C1)N1CCN(CC1)C1=NN=C(C2=CC=CC=C12)CC1=CC=C(C=C1)F)=O (6-{4-[4-(4-Fluoro-benzyl)-phthalazin-1-yl]-piperazin-1-yl}-nicotinic acid ethyl ester), C1CCOC1 (THF), C[Mg]I (Methyl magnesium iodide). Product: FC1=CC=C(CC2=NN=C(C3=CC=CC=C23)N2CCN(CC2)C2=CC=C(C=N2)C(C)(C)O)C=C1 (2-(6-{4-[4-(4-Fluoro-benzyl)-phthalazin-1-yl]-piperazin-1-yl}-pyridin-3-yl)-propan-2-ol). The yield is 10.0%. As a reaction SMILES: C(OC(=O)[C:5]1[CH:10]=[CH:9][C:8]([N:11]2[CH2:16][CH2:15][N:14]([C:17]3[C:26]4[C:21](=[CH:22][CH:23]=[CH:24][CH:25]=4)[C:20]([CH2:27][C:28]4[CH:33]=[CH:32][C:31]([F:34])=[CH:30][CH:29]=4)=[N:19][N:18]=3)[CH2:13][CH2:12]2)=[N:7][CH:6]=1)C.[CH3:36][Mg]I.[CH2:39]1[CH2:43][O:42]CC1>>[F:34][C:31]1[CH:32]=[CH:33][C:28]([CH2:27][C:20]2[C:21]3[C:26](=[CH:25][CH:24]=[CH:23][CH:22]=3)[C:17]([N:14]3[CH2:13][CH2:12][N:11]([C:8]4[N:7]=[CH:6][C:5]([C:43]([OH:42])([CH3:39])[CH3:36])=[CH:10][CH:9]=4)[CH2:16][CH2:15]3)=[N:18][N:19]=2)=[CH:29][CH:30]=1. Procedure: 6-{4-[4-(4-Fluoro-benzyl)-phthalazin-1-yl]-piperazin-1-yl}-nicotinic acid ethyl ester (85 mg, 0.180 mmol) is dissolved in THF (1 mL). Methyl magnesium iodide (240 μL, 3M in diethyl ether, 0.72 mmol) is added dropwise. Stir reaction for 2 h at room temperature. Concentrate in vacuo. The residue is purified by flash chromatography on silica gel (MeOH/CH2Cl2) to afford the title compound (8 mg, 10%). Reactants: C(C)OC(=O)C1(C(C1)C=C)NC(=O)C1C(CC(C1)OC1=NC(=NC(=C1)C(C)(C)C)OC)C(N(C)CCCCC=C)=O (1-{[4-(6-tert-Butyl-2-methoxypyrimidin-4-yloxy)-2-(hex-5-enyl-methyl-carbamoyl)-cyclopentanecarbonyl]-amino}-2-vinyl-cyclopropanecarboxylic acid ethyl ester). The reagents and catalysts are CC1=CC(=C(C(=C1)C)N2CCN(C2=[Ru](=CC3=C(C=CC=C3)OC(C)C)(Cl)Cl)C4=C(C=C(C=C4C)C)C)C (Hoveyda-Grubbs catalyst, 2nd generation). Yields the product C(C)OC(=O)C12NC(C3CC(CC3C(N(CCCCC=CC2C1)C)=O)OC1=NC(=NC(=C1)C(C)(C)C)OC)=O (17-(6-tert-Butyl-2-methoxypyrimidin-4-yloxy)-13-methyl-2,14-dioxo-3,13-diaza-tricyclo[13.3.0.0*4,6*]octadec-7-ene-4-carboxylic acid ethyl ester). Yield: 74.1%. RXN SMILES: [CH2:1]([O:3][C:4]([C:6]1([NH:11][C:12]([CH:14]2[CH2:18][CH:17]([O:19][C:20]3[CH:25]=[C:24]([C:26]([CH3:29])([CH3:28])[CH3:27])[N:23]=[C:22]([O:30][CH3:31])[N:21]=3)[CH2:16][CH:15]2[C:32](=[O:41])[N:33]([CH2:35][CH2:36][CH2:37][CH2:38][CH:39]=C)[CH3:34])=[O:13])[CH2:8][CH:7]1[CH:9]=C)=[O:5])[CH3:2]>CC1C=C(C)C(N2C(=[Ru](Cl)(Cl)=CC3C=CC=CC=3OC(C)C)N(C3C(C)=CC(C)=CC=3C)CC2)=C(C)C=1>[CH2:1]([O:3][C:4]([C:6]12[CH2:8][CH:7]1[CH:9]=[CH:39][CH2:38][CH2:37][CH2:36][CH2:35][N:33]([CH3:34])[C:32](=[O:41])[CH:15]1[CH:14]([CH2:18][CH:17]([O:19][C:20]3[CH:25]=[C:24]([C:26]([CH3:28])([CH3:29])[CH3:27])[N:23]=[C:22]([O:30][CH3:31])[N:21]=3)[CH2:16]1)[C:12](=[O:13])[NH:11]2)=[O:5])[CH3:2]. Procedure: Compound 3h (500 mg, 0.87 mmol) and Hoveyda-Grubbs catalyst, 2nd generation (50 mg) were dissolved in degassed and dry DCE (500 ml). The mixture was heated to reflux over night under N2-atmosphere. The material was mixed with silica, the solvent was evaporated and the residue was purified by column chromatography, EtOAc/Heptane 30:70→50:50 which gave the title compound (350 mg, 74%), MS (M+H)+543. Reactants: C(C)O (ethanol), N1N=NN=C1NC(=O)C1=NC(=CC=C1)C=CC1=CC=CC=C1 (N-(5-tetrazolyl)-6-styryl-2-pyridinecarboxamide), O (water), C(C)O (ethanol), [OH-].[Na+] (sodium hydroxide). Reagents/catalysts: [Pd] (palladium-on-carbon). Run in [H][H] (hydrogen). Reaction conditions: temperature 40 celsius, time 2 hour. The product is N1N=NN=C1NC(=O)C1=NC(=CC=C1)CCC1=CC=CC=C1 (N-(5-tetrazolyl)-6-phenethyl-2-pyridinecarboxamide). Yield: 66.5%. RXN SMILES: [NH:1]1[C:5]([NH:6][C:7]([C:9]2[CH:14]=[CH:13][CH:12]=[C:11]([CH:15]=[CH:16][C:17]3[CH:22]=[CH:21][CH:20]=[CH:19][CH:18]=3)[N:10]=2)=[O:8])=[N:4][N:3]=[N:2]1.O.C(O)C.[OH-].[Na+]>[H][H].[Pd]>[NH:4]1[C:5]([NH:6][C:7]([C:9]2[CH:14]=[CH:13][CH:12]=[C:11]([CH2:15][CH2:16][C:17]3[CH:22]=[CH:21][CH:20]=[CH:19][CH:18]=3)[N:10]=2)=[O:8])=[N:1][N:2]=[N:3]1 |f:3.4|. Reported procedure: A mixture of 2 g of N-(5-tetrazolyl)-6-styryl-2-pyridinecarboxamide, 30 ml of water, 15 ml of ethanol, 5 ml of an aqueous 10% sodium hydroxide solution and 0.18 g of 10% palladium-on-carbon is shaken at 40° C. for 2 hours and then at room temperature for 15 hours in hydrogen gas stream under atmospheric pressure. After the reaction, ethanol is added to the mixture to dissolve the precipitates therein. Insoluble materials are filtered off, and the filtrate is adjusted to pH 3 with 10% hydrochlori...